From a dataset of the Open Reaction Database (ORD), a public repository of structured organic reaction records. describe an organic reaction: reactants, conditions, products, and yield Starting materials: C(C1=CC=CC=C1)N=C=S (benzylisothiocyanate), NC1=CC=CC=C1 (aniline). The solvent is C1(=CC=CC=C1)C (toluene). The product is C1(=CC=CC=C1)NC(=S)NCC1=CC=CC=C1 (N-phenyl-N'-benzylthiourea). Reaction SMILES: [CH2:1]([N:8]=[C:9]=[S:10])[C:2]1[CH:7]=[CH:6][CH:5]=[CH:4][CH:3]=1.[NH2:11][C:12]1[CH:17]=[CH:16][CH:15]=[CH:14][CH:13]=1>C1(C)C=CC=CC=1>[C:12]1([NH:11][C:9]([NH:8][CH2:1][C:2]2[CH:7]=[CH:6][CH:5]=[CH:4][CH:3]=2)=[S:10])[CH:17]=[CH:16][CH:15]=[CH:14][CH:13]=1. Reported procedure: To a stirred solution of 74.6 g (0.5 mol) of benzylisothiocyanate in 500 mL toluene was added dropwise 46.6 g (0.5 mol) of aniline. The solution was refluxed 18 hours. After cooling, the reaction mixture was concentrated under reduced pressure. The residue was recrystallized from an appropriate solvent to yield N-phenyl-N'-benzylthiourea. Isothiocyanates which are not commercially available may be prepared from aliphatic or aryl primary amines by the following methods: Kurita and Iwakura, Org. S... Starting materials: Cl.C(C1=CC=CC=C1)OC(=O)N[C@H](CC1=CC=CC=C1)C(=O)N[C@@H](CC(C)C)C(=O)N[C@@H](CCCNC(N)=N)C(=O)N1[C@H](C(=O)NCC(=O)N)CCC1 (Nα -benzyloxycarbonyl-D-phenylalanyl-L-leucyl-L-arginyl-L-prolyl-glycinamide hydrochloride). Reagents/catalysts: [Pd] (palladium-on-carbon). Solvent: CO (methanol). Yields the product Cl.N[C@H](CC1=CC=CC=C1)C(=O)N[C@@H](CC(C)C)C(=O)N[C@@H](CCCNC(N)=N)C(=O)N1[C@H](C(=O)NCC(=O)N)CCC1 (D-Phenylalanyl-L-leucyl-L-arginyl-L-prolyl-glycinamide hydrochloride). Reaction SMILES: [ClH:1].C(OC([NH:12][C@@H:13]([C:21]([NH:23][C@H:24]([C:29]([NH:31][C@H:32]([C:40]([N:42]1[CH2:53][CH2:52][CH2:51][C@H:43]1[C:44]([NH:46][CH2:47][C:48]([NH2:50])=[O:49])=[O:45])=[O:41])[CH2:33][CH2:34][CH2:35][NH:36][C:37](=[NH:39])[NH2:38])=[O:30])[CH2:25][CH:26]([CH3:28])[CH3:27])=[O:22])[CH2:14][C:15]1[CH:20]=[CH:19][CH:18]=[CH:17][CH:16]=1)=O)C1C=CC=CC=1>[Pd].CO>[ClH:1].[NH2:12][C@@H:13]([C:21]([NH:23][C@H:24]([C:29]([NH:31][C@H:32]([C:40]([N:42]1[CH2:53][CH2:52][CH2:51][C@H:43]1[C:44]([NH:46][CH2:47][C:48]([NH2:50])=[O:49])=[O:45])=[O:41])[CH2:33][CH2:34][CH2:35][NH:36][C:37](=[NH:38])[NH2:39])=[O:30])[CH2:25][CH:26]([CH3:27])[CH3:28])=[O:22])[CH2:14][C:15]1[CH:20]=[CH:19][CH:18]=[CH:17][CH:16]=1 |f:0.1,4.5|. Procedure: A solution of 3.9 g. of Nα -benzyloxycarbonyl-D-phenylalanyl-L-leucyl-L-arginyl-L-prolyl-glycinamide hydrochloride in 100 ml. of methanol with 500 mg. of 20% palladium-on-carbon is stirred under hydrogen gas at slightly above atmospheric pressure for four hours. The solution is filtered and the filtrate is evaporated to dryness at 40° C. under reduced pressure to give a white foam suitable for use without further purification. Starting materials: COC1=CC=C(C=C1)C(C1=CC=CC=C1)(C1=CC=C(C=C1)OC)NC1=N[C@](C(C(N1C)=O)(C)C)(C)C1=C(C=CC(=C1)Br)F ((S)-2-{[bis-(4-methoxy-phenyl)-phenyl-methyl]-amino}-6-(5-bromo-2-fluoro-phenyl)-3,5,5,6-tetramethyl-5,6-dihydro-3H-pyrimidin-4-one), COC1=CC=C(C=C1)C(C1=CC=CC=C1)(C1=CC=C(C=C1)OC)NC1=N[C@](C(C(N1C)=O)(C)C)(C)C1=C(C=CC(=C1)Br)F ((S)-2-{[bis-(4-methoxy-phenyl)-phenyl-methyl]-amino}-6-(5-bromo-2-fluoro-phenyl)-3,5,5,6-tetramethyl-5,6-dihydro-3H-pyrimidin-4-one), NC=1C=C(C#N)C=CC1 (3-amino-benzonitrile). Yields the product NC=1N(C(C([C@@](N1)(C)C=1C=C(C=CC1F)NC=1C=C(C#N)C=CC1)(C)C)=O)C (3-[3-((S)-2-Amino-1,4,5,5-tetramethyl-6-oxo-1,4,5,6-tetrahydro-pyrimidin-4-yl)-4-fluoro-phenylamino]-benzonitrile). RXN SMILES: COC1C=CC(C([NH:24][C:25]2[N:30]([CH3:31])[C:29](=[O:32])[C:28]([CH3:34])([CH3:33])[C@:27]([C:36]3[CH:41]=[C:40](Br)[CH:39]=[CH:38][C:37]=3[F:43])([CH3:35])[N:26]=2)(C2C=CC(OC)=CC=2)C2C=CC=CC=2)=CC=1.[NH2:44][C:45]1[CH:46]=[C:47]([CH:50]=[CH:51][CH:52]=1)[C:48]#[N:49]>>[NH2:24][C:25]1[N:30]([CH3:31])[C:29](=[O:32])[C:28]([CH3:34])([CH3:33])[C@:27]([C:36]2[CH:41]=[C:40]([NH:44][C:45]3[CH:46]=[C:47]([CH:50]=[CH:51][CH:52]=3)[C:48]#[N:49])[CH:39]=[CH:38][C:37]=2[F:43])([CH3:35])[N:26]=1. Procedure details: The coupling of (S)-2-{[bis-(4-methoxy-phenyl)-phenyl-methyl]-amino}-6-(5-bromo-2-fluoro-phenyl)-3,5,5,6-tetramethyl-5,6-dihydro-3H-pyrimidin-4-one (intermediate K) and 3-amino-benzonitrile according to procedure B followed by deprotection yielded the title compound as a pale yellow foam. MS (ESI): m/z=380.3 [M+H]+. The reactants are [BH4-], CO, [Na+], CC(=O)c1sc2ccccc2c1-c1ccccc1. Yields the product CC(O)c1sc2ccccc2c1-c1ccccc1. Reaction SMILES: [BH4-:19].[CH3:21][OH:22].[Na+:20].[c:1]1(-[c:7]2[c:8]3[c:9]([s:10][c:11]2[C:12]([CH3:13])=[O:14])[cH:15][cH:16][cH:17][cH:18]3)[cH:2][cH:3][cH:4][cH:5][cH:6]1>>[c:1]1(-[c:7]2[c:8]3[c:9]([s:10][c:11]2[CH:12]([CH3:13])[OH:14])[cH:15][cH:16][cH:17][cH:18]3)[cH:2][cH:3][cH:4][cH:5][cH:6]1. Reactants: COC1=CC=C(C(C2=CC=C(C=C2)OC)O)C=C1 (4,4'-dimethoxybenzhydrol), ClC1=C(C=CC=C1)N1CCN(CC1)C(=O)C=1NC2=CC=CC=C2C1 (1-(2-chlorophenyl)-4-(indol-2-ylcarbonyl)piperazine). As a reaction SMILES: [CH3:1][O:2][C:3]1[CH:18]=[CH:17][C:6]([CH:7](O)[C:8]2[CH:13]=[CH:12][C:11]([O:14][CH3:15])=[CH:10][CH:9]=2)=[CH:5][CH:4]=1.[Cl:19][C:20]1[CH:25]=[CH:24][CH:23]=[CH:22][C:21]=1[N:26]1[CH2:31][CH2:30][N:29]([C:32]([C:34]2[NH:35][C:36]3[C:41]([CH:42]=2)=[CH:40][CH:39]=[CH:38][CH:37]=3)=[O:33])[CH2:28][CH2:27]1>>[CH3:1][O:2][C:3]1[CH:18]=[CH:17][C:6]([CH:7]([C:8]2[CH:13]=[CH:12][C:11]([O:14][CH3:15])=[CH:10][CH:9]=2)[C:42]2[C:41]3[C:36](=[CH:37][CH:38]=[CH:39][CH:40]=3)[NH:35][C:34]=2[C:32]([N:29]2[CH2:28][CH2:27][N:26]([C:21]3[CH:22]=[CH:23][CH:24]=[CH:25][C:20]=3[Cl:19])[CH2:31][CH2:30]2)=[O:33])=[CH:5][CH:4]=1. Procedure details: Substantially the same procedure as in Example 1 was repeated using 4,4'-dimethoxybenzhydrol (2.37 g, 9.71 mmol) and 1-(2-chlorophenyl)-4-(indol-2-ylcarbonyl)piperazine (3.0 g, 8.83 mmol) to give 4.0 g (yield: 81%) of the title compound. Product: COC1=CC=C(C=C1)C(C1=C(NC2=CC=CC=C12)C(=O)N1CCN(CC1)C1=C(C=CC=C1)Cl)C1=CC=C(C=C1)OC (1-{3-[Bis(4-methoxyphenyl)methyl]indol-2-ylcarbonyl}-4-(2-chlorophenyl)piperazine). The yield is 80.0%. The reactants are BrC1=C(C=C(C(=O)N)C=C1C)C (4-bromo-3,5-dimethylbenzamide), BrCC(OCC)OCC (2-bromo-1,1-diethoxyethane). Run in C(C)#N (acetonitrile). Run at temperature 150 celsius. The product is BrC1=C(C=C(C=C1C)C=1OC=CN1)C (2-(4-Bromo-3,5-dimethylphenyl)oxazole). As a reaction SMILES: [Br:1][C:2]1[C:10]([CH3:11])=[CH:9][C:5]([C:6]([NH2:8])=[O:7])=[CH:4][C:3]=1[CH3:12].Br[CH2:14][CH:15](OCC)OCC>C(#N)C>[Br:1][C:2]1[C:3]([CH3:12])=[CH:4][C:5]([C:6]2[O:7][CH:14]=[CH:15][N:8]=2)=[CH:9][C:10]=1[CH3:11]. Reported procedure: In a microwave vial 4-bromo-3,5-dimethylbenzamide (200 mg) is mixed with 2-bromo-1,1-diethoxyethane (1 mL), the vial is sealed and the mixture is heated to 150° C. for 30 minutes. The mixture is diluted with acetonitrile (2 mL) and purified by HPLC on reversed phase to give the title compound. Yield: 125 mg; LC (method 7): tR=1.13 min; Mass spectrum (ESI+): m/z=252 [M+H]+.